From a dataset of the Open Reaction Database (ORD), a public repository of structured organic reaction records. describe an organic reaction: reactants, conditions, products, and yield Starting materials: C[Si](C)(C)CCOCn1nc(-c2cccc(NCc3ccc(Cl)cc3)n2)c2cnc(NCCN3CCOCC3)nc21, ClCCl, O=C(O)C(F)(F)F, [Na+], O=C([O-])O. Product: Clc1ccc(CNc2cccc(-c3n[nH]c4nc(NCCN5CCOCC5)ncc34)n2)cc1. As a reaction SMILES: [Cl:1][c:2]1[cH:3][cH:4][c:5]([CH2:6][NH:7][c:8]2[cH:9][cH:10][cH:11][c:12](-[c:14]3[n:15][n:16]([CH2:32][O:33][CH2:34][CH2:35][Si:36]([CH3:37])([CH3:38])[CH3:39])[c:17]4[n:18][c:19]([NH:23][CH2:24][CH2:25][N:26]5[CH2:27][CH2:28][O:29][CH2:30][CH2:31]5)[n:20][cH:21][c:22]34)[n:13]2)[cH:40][cH:41]1.[Cl:54][CH2:55][Cl:56].[F:42][C:43]([F:44])([F:45])[C:46]([OH:47])=[O:48].[Na+:53].[O-:49][C:50]([OH:51])=[O:52]>>[Cl:1][c:2]1[cH:3][cH:4][c:5]([CH2:6][NH:7][c:8]2[cH:9][cH:10][cH:11][c:12](-[c:14]3[n:15][nH:16][c:17]4[n:18][c:19]([NH:23][CH2:24][CH2:25][N:26]5[CH2:27][CH2:28][O:29][CH2:30][CH2:31]5)[n:20][cH:21][c:22]34)[n:13]2)[cH:40][cH:41]1. The reactants are [BH4-], COc1cc(C#N)cc(OC)c1OC, Cl[Co]Cl, [Na+]. Product: COc1cc(CN)cc(OC)c1OC. Reaction SMILES: [BH4-:15].[CH3:1][O:2][c:3]1[cH:4][c:5]([C:6]#[N:7])[cH:8][c:9]([O:13][CH3:14])[c:10]1[O:11][CH3:12].[Co:17]([Cl:18])[Cl:19].[Na+:16]>>[CH3:1][O:2][c:3]1[cH:4][c:5]([CH2:6][NH2:7])[cH:8][c:9]([O:13][CH3:14])[c:10]1[O:11][CH3:12]. Reactants: COc1ccc(NCCNC(=O)C(Cc2ccc(OC(C)(C)C)cc2)NC(=O)c2cccc(C)c2)cc1, ClCCl. The product is COc1ccc(NCCNC(=O)C(Cc2ccc(O)cc2)NC(=O)c2cccc(C)c2)cc1. RXN SMILES: [C:1]([CH3:2])([CH3:3])([CH3:4])[O:5][c:6]1[cH:7][cH:8][c:9]([CH2:12][CH:13]([C:14]([NH:15][CH2:16][CH2:17][NH:18][c:19]2[cH:20][cH:21][c:22]([O:25][CH3:26])[cH:23][cH:24]2)=[O:27])[NH:28][C:29]([c:30]2[cH:31][c:32]([CH3:36])[cH:33][cH:34][cH:35]2)=[O:37])[cH:10][cH:11]1.[Cl:38][CH2:39][Cl:40]>>[OH:5][c:6]1[cH:7][cH:8][c:9]([CH2:12][CH:13]([C:14]([NH:15][CH2:16][CH2:17][NH:18][c:19]2[cH:20][cH:21][c:22]([O:25][CH3:26])[cH:23][cH:24]2)=[O:27])[NH:28][C:29]([c:30]2[cH:31][c:32]([CH3:36])[cH:33][cH:34][cH:35]2)=[O:37])[cH:10][cH:11]1. Procedure details: Oxidation as described in protocol B, using 76.7 mg (0.253 mmol) of N-(cyclopropylmethyl)-6-hydroxy-2,5,7,8-tetramethylchroman-2-carboxamide and 435 mg CAN (0.794 mmol) yielded 71.4 mg of N-(cyclopropylmethyl)-2-hydroxy-2-methyl-4-(2,4,5-trimethyl-3,6-dioxocyclohexa-1,4-dienyl)butanamide as a yellow powder. Reactants: C1(CC1)CNC(=O)C1(OC2=C(C(=C(C(=C2CC1)C)O)C)C)C (N-(cyclopropylmethyl)-6-hydroxy-2,5,7,8-tetramethylchroman-2-carboxamide), O=[N+]([O-])[O-].[O-][N+]([O-])=O.[O-][N+]([O-])=O.[O-][N+]([O-])=O.[O-][N+]([O-])=O.[O-][N+]([O-])=O.[Ce+4].[NH4+].[NH4+] (CAN). Reaction SMILES: [CH:1]1([CH2:4][NH:5][C:6]([C:8]2([CH3:22])[CH2:17][CH2:16][C:15]3[C:10](=[C:11]([CH3:21])[C:12]([CH3:20])=[C:13]([OH:19])[C:14]=3[CH3:18])[O:9]2)=[O:7])[CH2:3][CH2:2]1.[O:23]=[N+]([O-])[O-].[O-][N+](=O)[O-].[O-][N+](=O)[O-].[O-][N+](=O)[O-].[O-][N+](=O)[O-].[O-][N+](=O)[O-].[Ce+4].[NH4+].[NH4+]>>[CH:1]1([CH2:4][NH:5][C:6](=[O:7])[C:8]([OH:23])([CH3:22])[CH2:17][CH2:16][C:15]2[C:10](=[O:9])[C:11]([CH3:21])=[C:12]([CH3:20])[C:13](=[O:19])[C:14]=2[CH3:18])[CH2:3][CH2:2]1 |f:1.2.3.4.5.6.7.8.9|. Product: C1(CC1)CNC(C(CCC1=C(C(C(=C(C1=O)C)C)=O)C)(C)O)=O (N-(cyclopropylmethyl)-2-hydroxy-2-methyl-4-(2,4,5-trimethyl-3,6-dioxocyclohexa-1,4-dienyl)butanamide). Yield: 88.4%. Starting materials: C(OC(Cl)(Cl)Cl)(OC(Cl)(Cl)Cl)=O (bis(trichloromethyl) carbonate), COCCN (2-methoxyethylamine), [C@H]1(CCC2=CC=CC=C12)NC1=NC2=CC=C(C=C2C=C1)N ((R)—N2-indan-1-yl-quinoline-2,6-diamine). Product: [C@H]1(CCC2=CC=CC=C12)NC1=NC2=CC=C(C=C2C=C1)NC(=O)NCCOC (1-[2-((R)-Indan-1-ylamino)-quinolin-6-yl]-3-(2-methoxy-ethyl)-urea). As a reaction SMILES: [C:1](=[O:12])(OC(Cl)(Cl)Cl)OC(Cl)(Cl)Cl.[CH3:13][O:14][CH2:15][CH2:16][NH2:17].[C@H:18]1([NH:27][C:28]2[CH:37]=[CH:36][C:35]3[C:30](=[CH:31][CH:32]=[C:33]([NH2:38])[CH:34]=3)[N:29]=2)[C:26]2[C:21](=[CH:22][CH:23]=[CH:24][CH:25]=2)[CH2:20][CH2:19]1>>[C@H:18]1([NH:27][C:28]2[CH:37]=[CH:36][C:35]3[C:30](=[CH:31][CH:32]=[C:33]([NH:38][C:1]([NH:17][CH2:16][CH2:15][O:14][CH3:13])=[O:12])[CH:34]=3)[N:29]=2)[C:26]2[C:21](=[CH:22][CH:23]=[CH:24][CH:25]=2)[CH2:20][CH2:19]1. Procedure details: The title compound was prepared in accordance with the general method 4 described in example 16 from bis(trichloromethyl) carbonate, 2-methoxyethylamine and (R)—N2-indan-1-yl-quinoline-2,6-diamine; MS: m/e=377.5 (M+H+). The reactants are C1(=CC=CC=C1)C#CC1=CC=C(CCl)C=C1 (4-(Phenylethynyl)-benzyl chloride), Cl.C1(=CC=CC=C1)C#CC1=CC=C(CN2CCCCC2)C=C1 (N-(4-phenylethynylbenzyl)-piperidine hydrochloride), N1CCCCC1 (piperidine), Cl (hydrogen chloride). RXN SMILES: C1(C#CC2C=CC(CCl)=CC=2)C=CC=CC=1.N1CCCCC1.Cl.Cl.[C:25]1([C:31]#[C:32][C:33]2[CH:45]=[CH:44][C:36]([CH2:37][N:38]3[CH2:43][CH2:42][CH2:41][CH2:40][CH2:39]3)=[CH:35][CH:34]=2)[CH:30]=[CH:29][CH:28]=[CH:27][CH:26]=1>C(O)(C)C.C(O)C>[C:25]1([C:31]#[C:32][C:33]2[CH:34]=[CH:35][C:36]([CH2:37][N:38]3[CH2:43][CH2:42][CH2:41][CH2:40][CH2:39]3)=[CH:44][CH:45]=2)[CH:26]=[CH:27][CH:28]=[CH:29][CH:30]=1 |f:3.4|. Procedure details: 4-(Phenylethynyl)-benzyl chloride, 0.57 g. (2.5 mmole), is added to 5 ml. of piperidine and the mixture, from which a precipitate separates, is stirred for about 3 hours at room temperature. After evaporation of the bulk of the excess piperidine under reduced pressure, the residue is triturated with benzene and the insoluble piperidine hydrochloride removed by filtration. The benzene filtrate is washed with water and dried (MgSO4). Evaporation of the benzene under reduced pressure leaves 0.74 g.... Run at time 3 hour. The product is C1(=CC=CC=C1)C#CC1=CC=C(CN2CCCCC2)C=C1 (N-(4-phenylethynylbenzyl)-piperidine). Solvent: C(C)(C)O (isopropyl alcohol), C(C)O (ethanol). Reactants: C(C)OC(=O)C1=NC(=CC=C1)SC1=C(NC2=CC(=CC=C12)Cl)C (6-(6-chloro-2-methyl-1H-indol-3-ylsulfanyl)-pyridine-2-carboxylic acid ethyl ester), BrC=1C=NN(C1)C(C)C (4-bromo-1-isopropyl-1H-pyrazole). Yields the product C(C)OC(=O)C1=NC(=CC=C1)SC1=C(N(C2=CC(=CC=C12)Cl)C=1C=NN(C1)C(C)C)C (6-[6-Chloro-1-(1-isopropyl-1H-pyrazol-4-yl)-2-methyl-1H-indol-3-ylsulfanyl]-pyridine-2-carboxylic acid ethyl ester). RXN SMILES: [CH2:1]([O:3][C:4]([C:6]1[CH:11]=[CH:10][CH:9]=[C:8]([S:12][C:13]2[C:21]3[C:16](=[CH:17][C:18]([Cl:22])=[CH:19][CH:20]=3)[NH:15][C:14]=2[CH3:23])[N:7]=1)=[O:5])[CH3:2].Br[C:25]1[CH:26]=[N:27][N:28]([CH:30]([CH3:32])[CH3:31])[CH:29]=1>>[CH2:1]([O:3][C:4]([C:6]1[CH:11]=[CH:10][CH:9]=[C:8]([S:12][C:13]2[C:21]3[C:16](=[CH:17][C:18]([Cl:22])=[CH:19][CH:20]=3)[N:15]([C:25]3[CH:26]=[N:27][N:28]([CH:30]([CH3:32])[CH3:31])[CH:29]=3)[C:14]=2[CH3:23])[N:7]=1)=[O:5])[CH3:2]. Reported procedure: Prepared according to the procedure described in Example 9, Step 4, using the following starting materials: 6-(6-chloro-2-methyl-1H-indol-3-ylsulfanyl)-pyridine-2-carboxylic acid ethyl ester and 4-bromo-1-isopropyl-1H-pyrazole.